This data is from the Open Reaction Database (ORD), a public repository of structured organic reaction records. The task is: describe an organic reaction: reactants, conditions, products, and yield Reactants: CC(CN)(CN)C (2,2 dimethyl-1,3-propanediamine), C(C=C)#N (2-propenenitrile), CC(CN)(CN)C (2,2-dimethyl-1,3-propanediamine), C(C=C)#N (2-propenenitrile). The solvent is C(C)O (ethanol), C(C)O (ethanol). Reaction conditions: time 8 hour. The product is NCC(CNCCC#N)(C)C (3-[(3-amino-2,2-dimethylpropyl)amino]-propanenitrile). Isolated yield 79.6%. As a reaction SMILES: [CH3:1][C:2]([CH3:7])([CH2:5][NH2:6])[CH2:3][NH2:4].[C:8](#[N:11])[CH:9]=[CH2:10]>C(O)C>[NH2:4][CH2:3][C:2]([CH3:7])([CH3:1])[CH2:5][NH:6][CH2:10][CH2:9][C:8]#[N:11]. Reported procedure: A mixture of 2,2 dimethyl-1,3-propanediamine (0.22 mol) and 2-propenenitrile (0.22 mol) in ethanol (250 ml) was stirred overnight at room temperature. The solvent was evaporated. A mixture of 2,2-dimethyl-1,3-propanediamine (0.28 mol) and 2-propenenitrile (0.28 mol) in ethanol (250 ml) was stirred for one hour at room temperature. The solvent was evaporated. The residues were combined. This fraction was purified by distillation, yielding 27.2 g of 3-[(3-amino-2,2-dimethylpropyl)amino]-propanenit... The reactants are ice water, C(=O)(N1C=NC=C1)N1C=NC=C1 (1,1'-carbonyldiimidazole), O=C1C2=C(N3C([C@H]4N1CC4)=C(N=C3)C(=O)O)C=CS2 ((S)-8-oxo-11,11a-dihydro-8H,10H-azeto[1,2-a]imidazo[5,1-c]thieno[3,2-e][1,4]diazepine-1-carboxylic acid), N (ammonia). Solvent: CN(C=O)C (dimethylformamide). Conditions: time 30 minute. Product: O=C1C2=C(N3C([C@H]4N1CC4)=C(N=C3)C(=O)N)C=CS2 ((S)-8-oxo-11,11a-dihydro-8H,10H-azeto[1,2-a]imidazo[5,1-c]thieno[3,2-e][1,4]diazepine-1-carboxamide). Isolated yield 89.1%. Reaction SMILES: C(N1C=CN=C1)([N:3]1C=CN=C1)=O.[O:13]=[C:14]1[N:20]2[CH2:21][CH2:22][C@H:19]2[C:18]2=[C:23]([C:26]([OH:28])=O)[N:24]=[CH:25][N:17]2[C:16]2[CH:29]=[CH:30][S:31][C:15]1=2.N>CN(C)C=O>[O:13]=[C:14]1[N:20]2[CH2:21][CH2:22][C@H:19]2[C:18]2=[C:23]([C:26]([NH2:3])=[O:28])[N:24]=[CH:25][N:17]2[C:16]2[CH:29]=[CH:30][S:31][C:15]1=2. Procedure: 7.65 g (47 mmol) of 1,1'-carbonyldiimidazole were added portionwise to a suspension of 12.43 g (45 mmol) of (S)-8-oxo-11,11a-dihydro-8H,10H-azeto[1,2-a]imidazo[5,1-c]thieno[3,2-e][1,4]diazepine-1-carboxylic acid in 70 ml of dimethylformamide. The resulting pale brown solution was heated to 50° for 45 minutes. Subsequently, the solution was cooled to room temperature and 10.9 ml of aqueous ammonia solution were added dropwise. After stirring for a further 30 minutes the reaction mixture was poure... The reactants are FeCl3.6H2O, Cl (hydrochloric acid), CO (methanol), CO (methanol), OC1=C(CN2CCN(CC2)C(=S)SC)C=C(C=C1)O (methyl 4-(2,5-dihydroxybenzyl)-1-piperazinecarbodithioate), FeCl3.6H2O. Run in O (water), 1-N, O (water). Reaction conditions: time 10 minute. Product: C1(C(=CC(C=C1)=O)CN1CCN(CC1)C(=S)SC)=O (Methyl 4-(1,4-benzoquinonylmethyl)-1-piperazinecarbodithioate). Isolated yield 34.6%. As a reaction SMILES: Cl.CO.[OH:4][C:5]1[CH:21]=[CH:20][C:19]([OH:22])=[CH:18][C:6]=1[CH2:7][N:8]1[CH2:13][CH2:12][N:11]([C:14]([S:16][CH3:17])=[S:15])[CH2:10][CH2:9]1>O>[C:5]1(=[O:4])[CH:21]=[CH:20][C:19](=[O:22])[CH:18]=[C:6]1[CH2:7][N:8]1[CH2:9][CH2:10][N:11]([C:14]([S:16][CH3:17])=[S:15])[CH2:12][CH2:13]1. Procedure details: In a mixture of 6.8 ml of 1-N hydrochloric acid and 6.8 ml of methanol was dissolved 680 mg of methyl 4-(2,5-dihydroxybenzyl)-1-piperazinecarbodithioate. The resulting solution was chilled with ice, and to this was dropwise added a solution of 1.24 g (5.3 mmol.) of FeCl3.6H2O in 4.3 ml of water for 15 min. To this was further added 25 ml of methanol. To thus obtained homogeneous solution was again added a solution of 2.2 g of FeCl3.6H2O in 10 ml of water. The mixture was then stirred for 10 min.... Reactants: C1(=CC=C(C=C1)C1NCCC1)C ((RS)-2-p-tolyl-pyrrolidine), ClC1=CC=C(C=C1)S(=O)(=O)Cl (4-chloro-benzenesulfonyl chloride). Yields the product ClC1=CC=C(C=C1)S(=O)(=O)N1C(CCC1)C1=CC=C(C=C1)C ((RS)-1-(4-Chloro-benzenesulfonyl)-2-p-tolyl-pyrrolidine). As a reaction SMILES: [C:1]1([CH3:12])[CH:6]=[CH:5][C:4]([CH:7]2[CH2:11][CH2:10][CH2:9][NH:8]2)=[CH:3][CH:2]=1.[Cl:13][C:14]1[CH:19]=[CH:18][C:17]([S:20](Cl)(=[O:22])=[O:21])=[CH:16][CH:15]=1>>[Cl:13][C:14]1[CH:19]=[CH:18][C:17]([S:20]([N:8]2[CH2:9][CH2:10][CH2:11][CH:7]2[C:4]2[CH:5]=[CH:6][C:1]([CH3:12])=[CH:2][CH:3]=2)(=[O:22])=[O:21])=[CH:16][CH:15]=1. Procedure: The title compound, white solid, m.p. 129° C. and MS: m/e=335 (M+) was prepared in accordance with the general method of example 1e from (RS)-2-p-tolyl-pyrrolidine and 4-chloro-benzenesulfonyl chloride. The reactants are NC1=CC(=C(C(=O)NC2CN3CCC2CC3)C=C1Cl)OCC(C)=O (4-Amino-N-(1-azabicyclo[2.2.2]oct-3-yl)-5-chloro-2-(2-propanon-1-yl)oxybenzamide), [BH4-].[Na+] (sodium borohydride). Run in C(C)O (ethanol). The product is NC1=CC(=C(C(=O)NC2CN3CCC2CC3)C=C1Cl)OCC(C)O (4-Amino-N-(1-azabicyclo[2.2.2]oct-3-yl)-5-chloro-2-(2-hydroxypropan-1-yl)oxybenzamide). As a reaction SMILES: [NH2:1][C:2]1[C:18]([Cl:19])=[CH:17][C:5]([C:6]([NH:8][CH:9]2[CH:14]3[CH2:15][CH2:16][N:11]([CH2:12][CH2:13]3)[CH2:10]2)=[O:7])=[C:4]([O:20][CH2:21][C:22](=[O:24])[CH3:23])[CH:3]=1.[BH4-].[Na+]>C(O)C>[NH2:1][C:2]1[C:18]([Cl:19])=[CH:17][C:5]([C:6]([NH:8][CH:9]2[CH:14]3[CH2:15][CH2:16][N:11]([CH2:12][CH2:13]3)[CH2:10]2)=[O:7])=[C:4]([O:20][CH2:21][CH:22]([OH:24])[CH3:23])[CH:3]=1 |f:1.2|. Reported procedure: The product from Example 75 is treated with sodium borohydride in absolute ethanol at reflux to give the title compound.